This data is from the Open Reaction Database (ORD), a public repository of structured organic reaction records. The task is: describe an organic reaction: reactants, conditions, products, and yield Reactants: CC(C)(C(C(CCCCOC1=CC=CC=C1)N1N=CN=C1)=O)C (2,2-dimethyl-4-(1,2,4-triazol-1-yl)-8-phenoxyoctan-3-one), RuO(OH)x. Run in O1CCOCC1 (dioxane). Reaction conditions: time 62 hour. Product: CC(C)([C@H]([C@H](CCCCOC1=CC=CC=C1)N1N=CN=C1)O)C ((3-R*,4-S*)-2,2-dimethyl-4-(1,2,4-triazol-1-yl)-8-phenoxy-octan-3-ol). Isolated yield 97.2%. RXN SMILES: [CH3:1][C:2]([CH3:23])([C:4](=[O:22])[CH:5]([N:17]1[CH:21]=[N:20][CH:19]=[N:18]1)[CH2:6][CH2:7][CH2:8][CH2:9][O:10][C:11]1[CH:16]=[CH:15][CH:14]=[CH:13][CH:12]=1)[CH3:3]>O1CCOCC1>[CH3:3][C:2]([CH3:23])([C@@H:4]([OH:22])[C@@H:5]([N:17]1[CH:21]=[N:20][CH:19]=[N:18]1)[CH2:6][CH2:7][CH2:8][CH2:9][O:10][C:11]1[CH:16]=[CH:15][CH:14]=[CH:13][CH:12]=1)[CH3:1]. Procedure details: 280 g of 2,2-dimethyl-4-(1,2,4-triazol-1-yl)-8-phenoxyoctan-3-one were dissolved in 1.8 liters of dioxane, 10 g of RuO(OH)x were added, and hydrogenation was then carried out in an autoclave for 62 hours under a hydrogen pressure of 25 bar and at 125°. The hydrogenation catalyst was filtered off and the solvent distilled off to give 274 g of residue; according to NMR analysis, this residue contained, in addition to 5% of the starting ketone, the compound No. 1 (R*,S*) and its diastereomer (R*,R*... The reactants are Cl (hydrochloride), NC1=NN2C(C(=CC=C2)C=2C=C(C=CC2)N(S(=O)(=O)C)C)=N1 (N-[3-(2-amino-[1,2,4]triazolo[1,5-a]pyridin-8-yl)-phenyl]-N-methyl-methanesulfonamide), BrC=1C=C(C=CC1)C1CCN(CC1)C (4-(3-bromo-phenyl)-1-methyl-piperidine), C1(CCCCC1)P(C1=C(C=CC=C1)C1=C(C=CC=C1)P(C1CCCCC1)C1CCCCC1)C1CCCCC1 (2,2′-bis-dicyclohexylphosphanyl-biphenyl). Yields the product CN(S(=O)(=O)C)C1=CC(=CC=C1)C=1C=2N(C=CC1)N=C(N2)NC2=CC(=CC=C2)C2CCN(CC2)C (N-Methyl-N-(3-{2-[3-(1-methyl-piperidin-4-yl)-phenylamino]-[1,2,4]triazolo[1,5-a]pyridin-8-yl}-phenyl)-methanesulfonamide), foam. Isolated yield 80.0%. Reaction SMILES: [NH2:1][C:2]1[N:22]=[C:5]2[C:6]([C:10]3[CH:11]=[C:12]([N:16]([CH3:21])[S:17]([CH3:20])(=[O:19])=[O:18])[CH:13]=[CH:14][CH:15]=3)=[CH:7][CH:8]=[CH:9][N:4]2[N:3]=1.Br[C:24]1[CH:25]=[C:26]([CH:30]2[CH2:35][CH2:34][N:33]([CH3:36])[CH2:32][CH2:31]2)[CH:27]=[CH:28][CH:29]=1.Cl.C1(P(C2CCCCC2)C2C=CC=CC=2C2C=CC=CC=2P(C2CCCCC2)C2CCCCC2)CCCCC1>>[CH3:21][N:16]([C:12]1[CH:13]=[CH:14][CH:15]=[C:10]([C:6]2[C:5]3[N:4]([N:3]=[C:2]([NH:1][C:28]4[CH:29]=[CH:24][CH:25]=[C:26]([CH:30]5[CH2:35][CH2:34][N:33]([CH3:36])[CH2:32][CH2:31]5)[CH:27]=4)[N:22]=3)[CH:9]=[CH:8][CH:7]=2)[CH:11]=1)[S:17]([CH3:20])(=[O:19])=[O:18]. Reported procedure: N-Methyl-N-(3-{2-[3-(1-methyl-piperidin-4-yl)-phenylamino]-[1,2,4]triazolo[1,5-a]pyridin-8-yl}-phenyl)-methanesulfonamide was prepared from N-[3-(2-amino-[1,2,4]triazolo[1,5-a]pyridin-8-yl)-phenyl]-N-methyl-methanesulfonamide (75.0 mg, 0.236 mmol) and 4-(3-bromo-phenyl)-1-methyl-piperidine; hydrochloride (76.0 mg, 0.262 mmol) with 2,2′-bis-dicyclohexylphosphanyl-biphenyl (25.0 mg, 0.0457 mmol) as the ligand in a manner analogous to Example 2d. Product isolated as a pale yellow foam (0.093 g, 80%... Reactants: Cl (HCl), pentafluorophenyl ester, COC=1C=C(C=CC1NC(=O)NC1=C(C=CC=C1)C)CC(=O)O (3-methoxy-4-[N′-(2-methylphenyl)ureido]phenylacetic acid), CC1=C(C(=O)O)C=CC(=C1[N+](=O)[O-])OCCN (methyl 3-nitro-4-(2-aminoethoxy)benzoic acid). The solvent is CN(C)C=O (DMF). Reaction conditions: time 8 hour. The product is [N+](=O)([O-])C=1C=C(C(=O)O)C=CC1OCCNC(CC1=CC(=C(C=C1)N(C(=O)N)C1=C(C=CC=C1)C)OC)=O (3-nitro-4-[2-[3-methoxy-4-[N-(2-methylphenyl)ureido]phenylacetyl]aminoethoxy]benzoic acid). The yield is 5.9%. As a reaction SMILES: [CH3:1][O:2][C:3]1[CH:4]=[C:5]([CH2:20][C:21]([OH:23])=O)[CH:6]=[CH:7][C:8]=1[NH:9][C:10]([NH:12]C1C=CC=CC=1C)=[O:11].C[C:25]1[C:33]([N+:34]([O-:36])=[O:35])=[C:32]([O:37][CH2:38][CH2:39][NH2:40])[CH:31]=[CH:30][C:26]=1[C:27]([OH:29])=[O:28].Cl>CN(C=O)C>[N+:34]([C:33]1[CH:25]=[C:26]([CH:30]=[CH:31][C:32]=1[O:37][CH2:38][CH2:39][NH:40][C:21](=[O:23])[CH2:20][C:5]1[CH:6]=[CH:7][C:8]([N:9]([C:4]2[CH:3]=[CH:8][CH:7]=[CH:6][C:5]=2[CH3:20])[C:10]([NH2:12])=[O:11])=[C:3]([O:2][CH3:1])[CH:4]=1)[C:27]([OH:29])=[O:28])([O-:36])=[O:35]. Reported procedure: To a stirred solution of pentafluorophenyl ester of 3-methoxy-4-[N′-(2-methylphenyl)ureido]phenylacetic acid (1.86 g, 3.87 mmol) and methyl 3-nitro-4-(2-aminoethoxy)benzoic acid (0.93 g, 3.87 mmol) in DMF (27 mL) was added Et3 N (0.90 mL, 6.46 mmol), and the resulting mixture was stirred overnight. The mixture was poured into 0.5 N HCl and the resulting solid was collected. The crude solid was dissolved in THF-0.25 N NaOH (1/1, 20 mL) and the resulting mixture was heated under reflux overnight. ... Reactants: BrC=1N=C(C(=NC1)N(C(OC(C)(C)C)=O)C(=O)OC(C)(C)C)C=1OC(=NN1)C=1SC=CC1C (tert-Butyl N-[5-bromo-3-[5-(3-methyl-2-thienyl)-1,3,4-oxadiazol-2-yl]pyrazin-2-yl]-N-tert-butoxycarbonyl-carbamate), Pd (tBu3P)2, C(#N)C=1C=C(C(=O)N2CCN(CCC2)C(=O)OC(C)(C)C)C=CC1B1OC(C(O1)(C)C)(C)C (tert-butyl 4-[3-cyano-4-(4,4,5,5-tetramethyl-1,3,2-dioxaborolan-2-yl)benzoyl]-1,4-diazepane-1-carboxylate), C(=O)([O-])[O-].[Na+].[Na+] (Na2CO3). Run in CN(C)C=O (DMF), CCOC(=O)C (EtOAc), O (water). Reaction conditions: temperature 75 celsius. Yields the product C(C)(C)(C)OC(=O)N(C=1N=CC(=NC1C=1OC(=NN1)C=1SC=CC1C)C1=C(C=C(C=C1)C(=O)N1CCN(CCC1)C(=O)OC(C)(C)C)C#N)C(=O)OC(C)(C)C (tert-butyl 4-(4-(5-(bis(tert-butoxycarbonyl)amino)-6-(5-(3-methylthiophen-2-yl)-1,3,4-oxadiazol-2-yl)pyrazin-2-yl)-3-cyanophenylcarbonyl)-1,4-diazepane-1-carboxylate). Isolated yield 60.2%. RXN SMILES: Br[C:2]1[N:3]=[C:4]([C:23]2[O:24][C:25]([C:28]3[S:29][CH:30]=[CH:31][C:32]=3[CH3:33])=[N:26][N:27]=2)[C:5]([N:8]([C:16]([O:18][C:19]([CH3:22])([CH3:21])[CH3:20])=[O:17])[C:9](=[O:15])[O:10][C:11]([CH3:14])([CH3:13])[CH3:12])=[N:6][CH:7]=1.[C:34]([C:36]1[CH:37]=[C:38]([CH:55]=[CH:56][C:57]=1B1OC(C)(C)C(C)(C)O1)[C:39]([N:41]1[CH2:47][CH2:46][CH2:45][N:44]([C:48]([O:50][C:51]([CH3:54])([CH3:53])[CH3:52])=[O:49])[CH2:43][CH2:42]1)=[O:40])#[N:35].C([O-])([O-])=O.[Na+].[Na+]>CN(C=O)C.CCOC(C)=O.O>[C:11]([O:10][C:9]([N:8]([C:16]([O:18][C:19]([CH3:22])([CH3:21])[CH3:20])=[O:17])[C:5]1[N:6]=[CH:7][C:2]([C:57]2[CH:56]=[CH:55][C:38]([C:39]([N:41]3[CH2:47][CH2:46][CH2:45][N:44]([C:48]([O:50][C:51]([CH3:52])([CH3:54])[CH3:53])=[O:49])[CH2:43][CH2:42]3)=[O:40])=[CH:37][C:36]=2[C:34]#[N:35])=[N:3][C:4]=1[C:23]1[O:24][C:25]([C:28]2[S:29][CH:30]=[CH:31][C:32]=2[CH3:33])=[N:26][N:27]=1)=[O:15])([CH3:14])([CH3:13])[CH3:12] |f:2.3.4|. Procedure details: tert-Butyl N-[5-bromo-3-[5-(3-methyl-2-thienyl)-1,3,4-oxadiazol-2-yl]pyrazin-2-yl]-N-tert-butoxycarbonyl-carbamate (13.52 g, 25.12 mmol) and tert-butyl 4-[3-cyano-4-(4,4,5,5-tetramethyl-1,3,2-dioxaborolan-2-yl)benzoyl]-1,4-diazepane-1-carboxylate (11.44 g, 25.12 mmol) were taken up in DMF (160 mL) and Na2CO3 (37.68 mL of 2 M, 75.36 mmol) (4:1 mixture) and reaction mixture degassed with nitrogen and Pd (tBu3P)2 (1.027 g, 2.010 mmol) added in one portion. The resulting mixture was heated at 75° C.... Reactants: ClC1=NC(=CC(=N1)Cl)C=1OC=CC1 (2,4-Dichloro-6-furan-2-yl-pyrimidine), BrN1C(CCC1=O)=O (N-bromosuccinimide), resultant mixture. Run in CCOC(=O)C (EtOAc), CN(C)C=O (DMF). Product: BrC1=CC=C(O1)C1=NC(=NC(=C1)Cl)Cl (4-(5-Bromo-furan-2-yl)-2,6-dichloro-pyrimidine). Yield: 65.4%. Reaction SMILES: [Cl:1][C:2]1[N:7]=[C:6]([Cl:8])[CH:5]=[C:4]([C:9]2[O:10][CH:11]=[CH:12][CH:13]=2)[N:3]=1.[Br:14]N1C(=O)CCC1=O>CN(C=O)C.CCOC(C)=O>[Br:14][C:11]1[O:10][C:9]([C:4]2[CH:5]=[C:6]([Cl:8])[N:7]=[C:2]([Cl:1])[N:3]=2)=[CH:13][CH:12]=1. Reported procedure: To a stirred solution of 2,4-Dichloro-6-furan-2-yl-pyrimidine (1.44 g, 6.71 mmol) in DMF (20 ml) was added N-bromosuccinimide (1.31 g, 7.38 mmol) in a portionwise fashion. The resultant mixture was stirred at room temperature for a 2.5 hours before being diluted in EtOAc (50 ml) and washed with water (2×50 ml). The organic extract was dried (MgSO4), filtered and concentrated in vacuo to give an orange, semi-crystalline slurry. The crude residue was washed with ether and filtered to leave the des...